Dataset: the Open Reaction Database (ORD), a public repository of structured organic reaction records. Task: describe an organic reaction: reactants, conditions, products, and yield Starting materials: [H-].[Al+3].[Li+].[H-].[H-].[H-] (lithium aluminum hydride), C[C@@H]1CC[C@H](CC1)[N-]CCCCN(C)C (N-(trans-4-methylcyclohexyl ) -4-dimethylaminobutylamide), O.O.O.O.O.O.O.O.O.O.S(=O)(=O)([O-])[O-].[Na+].[Na+] (sodium sulfate decahydrate). Solvent: C1CCOC1 (THF), C1CCOC1 (THF). Reaction conditions: time 1 hour. Yields the product CN(CCCCN[C@@H]1CC[C@H](CC1)C)C (N-(4-dimethylaminobutyl)-trans-4-methylcyclohexylamine). Yield: 43.3%. Reaction SMILES: [CH3:1][C@H:2]1[CH2:7][CH2:6][C@H:5]([N-:8][CH2:9][CH2:10][CH2:11][CH2:12][N:13]([CH3:15])[CH3:14])[CH2:4][CH2:3]1.[H-].[Al+3].[Li+].[H-].[H-].[H-].O.O.O.O.O.O.O.O.O.O.S([O-])([O-])(=O)=O.[Na+].[Na+]>C1COCC1>[CH3:15][N:13]([CH3:14])[CH2:12][CH2:11][CH2:10][CH2:9][NH:8][C@H:5]1[CH2:6][CH2:7][C@H:2]([CH3:1])[CH2:3][CH2:4]1 |f:1.2.3.4.5.6,7.8.9.10.11.12.13.14.15.16.17.18.19|. Reported procedure: 13.1 g of N-(trans-4-methylcyclohexyl ) -4-dimethylaminobutylamide (Example 73) was dissolved in 100 ml of THF. Under an argon stream, the solution was added dropwise to a solution of 7.5 g of lithium aluminum hydride suspended in 400 ml of THF under ice-cooling. After the addition, the solution was reacted for 8 hours, while it was refluxed. After reaction, the solution was allowed to cool to room temperature. Then, 22 g of sodium sulfate decahydrate was added to the solution under ice-cooling.... Reactants: [O-]S(=O)[O-].[Na+].[Na+] (Na2SO3), COC1=CC=C(C=O)C=C1 (4-methoxybenzaldehyde), OO (H2O2), OS(=O)(=O)O (H2SO4). Run in CO (methanol). Product: COC1=CC=C(C=C1)O (4-methoxyphenol). Reaction SMILES: [CH3:1][O:2][C:3]1[CH:10]=[CH:9][C:6](C=O)=[CH:5][CH:4]=1.OO.[OH:13]S(O)(=O)=O.[O-]S([O-])=O.[Na+].[Na+]>CO>[CH3:1][O:2][C:3]1[CH:10]=[CH:9][C:6]([OH:13])=[CH:5][CH:4]=1 |f:3.4.5|. Procedure: To a solution of 13.6 g 4-methoxybenzaldehyde and 1.1 equivalents 50 percent H2O2 in 55 ml methanol at about 20° C. is added 0.10 equivalent of 98 percent H2SO4. The mixture is refluxed for about 1.5 hours, then Na2SO3 is added to destroy excess H2O2. Then, NaHCO3 is added to neutralize any acid. The solvent is removed under reduced pressure. The resulting solid is taken up in about 50 ml CH2Cl2, is dried over Na2SO4, and is filtered. The sol-vent is removed under reduced pressure from the filtr... Starting materials: O=C([O-])[O-], CCCCCC1CCC(CCCBr)CC1, CCC(C)=O, [K+], [K+], O, Oc1ccc(O)cc1. The product is CCCCCC1CCC(CCCOc2ccc(O)cc2)CC1. As a reaction SMILES: [C:24](=[O:25])([O-:26])[O-:27].[CH2:1]([CH2:2][CH2:3][CH2:4][CH3:5])[CH:6]1[CH2:7][CH2:8][CH:9]([CH2:12][CH2:13][CH2:14][Br:15])[CH2:10][CH2:11]1.[CH3:30][C:31](=[O:32])[CH2:33][CH3:34].[K+:28].[K+:29].[OH2:35].[OH:16][c:17]1[cH:18][cH:19][c:20]([OH:21])[cH:22][cH:23]1>>[CH2:1]([CH2:2][CH2:3][CH2:4][CH3:5])[CH:6]1[CH2:7][CH2:8][CH:9]([CH2:12][CH2:13][CH2:14][O:16][c:17]2[cH:18][cH:19][c:20]([OH:21])[cH:22][cH:23]2)[CH2:10][CH2:11]1. The reactants are COC1=C(CN2C(=NC3=CC=CC=C3C2)SC)C=CC=C1 (3-(2-methoxybenzyl)-2-(methylthio)-3,4-dihydroquinazoline), NO (hydroxylamine). Solvent: C(C)(C)O (isopropanol). Product: ONC1=NC2=CC=CC=C2CN1CC1=C(C=CC=C1)OC (2-(Hydroxyamino)-3-(2-methoxybenzyl)-3,4-dihydroquinazoline). RXN SMILES: [CH3:1][O:2][C:3]1[CH:21]=[CH:20][CH:19]=[CH:18][C:4]=1[CH2:5][N:6]1[CH2:15][C:14]2[C:9](=[CH:10][CH:11]=[CH:12][CH:13]=2)[N:8]=[C:7]1SC.[NH2:22][OH:23]>C(O)(C)C>[OH:23][NH:22][C:7]1[N:6]([CH2:5][C:4]2[CH:18]=[CH:19][CH:20]=[CH:21][C:3]=2[O:2][CH3:1])[CH2:15][C:14]2[C:9](=[CH:10][CH:11]=[CH:12][CH:13]=2)[N:8]=1. Procedure: 0.6 g (2.01 mmol) 3-(2-methoxybenzyl)-2-(methylthio)-3,4-dihydroquinazoline and 265 mg hydroxylamine in 10 mL isopropanol were heated at reflux for approx. 36 hours. For workup, the mixture was evaporated, the resulting residue was recrystallized in a mixture of diethyl ether/methyl tert-butyl ether 1:1 and then lyophilized by MPLC (silica gel: Bischoff Prontoprep 60-2540-C18E, 32 μm; mobile phase: CH3CN/H2O+0.1% acetic acid). 300 mg white solids.